This data is from the Open Reaction Database (ORD), a public repository of structured organic reaction records. The task is: describe an organic reaction: reactants, conditions, products, and yield Starting materials: CC(C)(C)OC(=O)N1CCC(c2cccc(Br)c2)C(OCc2ccc3ccccc3c2)C1, O=C([O-])[O-], CCOC(=O)c1ccc(B(O)O)cc1, COCCOC, [Na+], [Na+], O. The product is CCOC(=O)c1ccc(-c2cccc(C3CCN(C(=O)OC(C)(C)C)CC3OCc3ccc4ccccc4c3)c2)cc1. RXN SMILES: [C:1]([CH3:2])([CH3:3])([CH3:4])[O:5][C:6](=[O:7])[N:8]1[CH2:9][CH:10]([O:21][CH2:22][c:23]2[cH:24][c:25]3[cH:26][cH:27][cH:28][cH:29][c:30]3[cH:31][cH:32]2)[CH:11]([c:14]2[cH:15][c:16]([Br:20])[cH:17][cH:18][cH:19]2)[CH2:12][CH2:13]1.[C:53](=[O:54])([O-:55])[O-:56].[CH2:33]([CH3:34])[O:35][C:36](=[O:37])[c:38]1[cH:39][cH:40][c:41]([B:44]([OH:45])[OH:46])[cH:42][cH:43]1.[CH2:47]([CH2:48][O:49][CH3:50])[O:51][CH3:52].[Na+:57].[Na+:58].[OH2:59]>>[C:1]([CH3:2])([CH3:3])([CH3:4])[O:5][C:6](=[O:7])[N:8]1[CH2:9][CH:10]([O:21][CH2:22][c:23]2[cH:24][c:25]3[cH:26][cH:27][cH:28][cH:29][c:30]3[cH:31][cH:32]2)[CH:11]([c:14]2[cH:15][c:16](-[c:41]3[cH:40][cH:39][c:38]([C:36]([O:35][CH2:33][CH3:34])=[O:37])[cH:43][cH:42]3)[cH:17][cH:18][cH:19]2)[CH2:12][CH2:13]1. The reactants are CCNC(=O)C(=O)c1ccc[nH]1, C1CCNCC1, ClCCl, NS(=O)(=O)c1ccc2c(c1)CC(=O)N2. Product: CCNC(=O)C(=C1C(=O)Nc2ccc(S(N)(=O)=O)cc21)c1ccc[nH]1. As a reaction SMILES: [CH2:15]([CH3:16])[NH:17][C:18](=[O:19])[C:20](=[O:21])[c:22]1[nH:23][cH:24][cH:25][cH:26]1.[CH2:27]1[CH2:28][CH2:29][NH:30][CH2:31][CH2:32]1.[Cl:33][CH2:34][Cl:35].[NH2:1][S:2](=[O:3])(=[O:4])[c:5]1[cH:6][c:7]2[c:11]([cH:12][cH:13]1)[NH:10][C:9](=[O:14])[CH2:8]2>>[NH2:1][S:2](=[O:3])(=[O:4])[c:5]1[cH:6][c:7]2[c:11]([cH:12][cH:13]1)[NH:10][C:9](=[O:14])[C:8]2=[C:20]([C:18]([NH:17][CH2:15][CH3:16])=[O:19])[c:22]1[nH:23][cH:24][cH:25][cH:26]1.